This data is from the Open Reaction Database (ORD), a public repository of structured organic reaction records. The task is: describe an organic reaction: reactants, conditions, products, and yield Reagents/catalysts: CN(C)C=1C=CN=CC1 (DMAP). As a reaction SMILES: [C:1]([O:5][C:6](=[O:37])[C@@H:7]([NH:24][C:25](=[O:36])[C:26]1[CH:31]=[CH:30][C:29]([C:32]([CH3:35])([CH3:34])[CH3:33])=[CH:28][CH:27]=1)[CH2:8][C:9]1[CH:14]=[CH:13][C:12]([C:15]2[N:20]=[CH:19][C:18]([C:21]([OH:23])=O)=[CH:17][N:16]=2)=[CH:11][CH:10]=1)([CH3:4])([CH3:3])[CH3:2].C(Cl)CCl.[C:42]([NH:50][NH2:51])(=[O:49])[CH2:43][CH2:44][CH2:45][CH2:46][CH2:47][CH3:48]>C(Cl)Cl.CN(C1C=CN=CC=1)C.C([O-])(O)=O.[Na+]>[C:32]([C:29]1[CH:28]=[CH:27][C:26]([C:25]([NH:24][C@@H:7]([CH2:8][C:9]2[CH:14]=[CH:13][C:12]([C:15]3[N:20]=[CH:19][C:18]([C:21]([NH:51][NH:50][C:42](=[O:49])[CH2:43][CH2:44][CH2:45][CH2:46][CH2:47][CH3:48])=[O:23])=[CH:17][N:16]=3)=[CH:11][CH:10]=2)[C:6]([O:5][C:1]([CH3:2])([CH3:3])[CH3:4])=[O:37])=[O:36])=[CH:31][CH:30]=1)([CH3:34])([CH3:33])[CH3:35] |f:5.6|. Yields the product C(C)(C)(C)C1=CC=C(C(=O)N[C@H](C(=O)OC(C)(C)C)CC2=CC=C(C=C2)C2=NC=C(C=N2)C(=O)NNC(CCCCCC)=O)C=C1 (tert-butyl (S)-2-(4-(tert-butyl)benzamido)-3-(4-(5-(2-heptanoylhydrazine-1-carbonyl)pyrimidin-2-yl)phenyl)propanoate). Reaction conditions: time 18 hour. Run in C(Cl)Cl (DCM), C(=O)(O)[O-].[Na+] (NaHCO3). The yield is 60.3%. Starting materials: C(C)(C)(C)OC([C@H](CC1=CC=C(C=C1)C1=NC=C(C=N1)C(=O)O)NC(C1=CC=C(C=C1)C(C)(C)C)=O)=O ((S)-2-(4-(3-(tert-butoxy)-2-(4-(tert-butyl)benzamido)-3-oxopropyl)phenyl)pyrimidine-5-carboxylic acid), C(CCl)Cl (EDC), C(CCCCCC)(=O)NN (heptanehydrazide). Procedure details: Prepared using General Procedure 7. Into a stirring solution of (S)-2-(4-(3-(tert-butoxy)-2-(4-(tert-butyl)benzamido)-3-oxopropyl)phenyl)pyrimidine-5-carboxylic acid (50 mg, 0.10 mmol) in DCM (2 mL) were added EDC (34 mg, 0.20 mmol), DMAP (3 mg, 0.02 mmol) and heptanehydrazide (16 mg, 0.11 mmol). After 18 h, the reaction mixture was diluted with NaHCO3 and extracted with DCM (2×). The organic layers were combined, dried (Na2SO4), concentrated and purified by chromatography (EA/Hexane) to provide...